From a dataset of the Open Reaction Database (ORD), a public repository of structured organic reaction records. describe an organic reaction: reactants, conditions, products, and yield The reactants are CCO, [Cl-], COc1cc(-n2nc(Cl)cc2-c2ccc(S(C)(=O)=O)cc2)ccc1[N+](=O)[O-], NN, C1CCOC1, O. Product: COc1cc(-n2nc(Cl)cc2-c2ccc(S(C)(=O)=O)cc2)ccc1N. Reaction SMILES: [CH3:32][CH2:33][OH:34].[Cl-:31].[Cl:1][c:2]1[n:3][n:4](-[c:17]2[cH:18][c:19]([O:26][CH3:27])[c:20]([N+:23]([O-:24])=[O:25])[cH:21][cH:22]2)[c:5](-[c:7]2[cH:8][cH:9][c:10]([S:13](=[O:14])(=[O:15])[CH3:16])[cH:11][cH:12]2)[cH:6]1.[NH2:29][NH2:30].[O:35]1[CH2:36][CH2:37][CH2:38][CH2:39]1.[OH2:28]>>[Cl:1][c:2]1[n:3][n:4](-[c:17]2[cH:18][c:19]([O:26][CH3:27])[c:20]([NH2:23])[cH:21][cH:22]2)[c:5](-[c:7]2[cH:8][cH:9][c:10]([S:13](=[O:14])(=[O:15])[CH3:16])[cH:11][cH:12]2)[cH:6]1. The reactants are CN(C)C=C(C(=O)OC)C(COC)=O (methyl 2-[(dimethylamino)methylene]-4-methoxy-3-oxobutanoate), Cl.NO (hydroxylamine hydrochloride). Run in CO (methanol). Product: COCC1=C(C=NO1)C(=O)OC (Methyl 5-(methoxymethyl)isoxazole-4-carboxylate). Yield: 80.9%. Reaction SMILES: C[N:2]([CH:4]=[C:5]([C:10](=[O:14])[CH2:11][O:12][CH3:13])[C:6]([O:8][CH3:9])=[O:7])C.Cl.NO>CO>[CH3:13][O:12][CH2:11][C:10]1[O:14][N:2]=[CH:4][C:5]=1[C:6]([O:8][CH3:9])=[O:7] |f:1.2|. Procedure details: To a solution of methyl 2-[(dimethylamino)methylene]-4-methoxy-3-oxobutanoate (Preparation 43, 5.2 g, 26 mmol) in methanol (55 ml) was added hydroxylamine hydrochloride (1.8 g, 25.8 mmol) and the reaction stirred at reflux for 7 hours. The reaction was concentrated in vacuo. The solid residue was purified by trituration with ethyl acetate to afford the title compound as a solid (3.6 g, 18% yield). Starting materials: O=C([O-])[O-], CO, [K+], [K+], Fc1cc(C2OCCCO2)ccc1-c1nc2ccc(Br)cc2s1, O, C=C(B(O)O)c1ccccc1. The product is C=C(c1ccccc1)c1ccc2nc(-c3ccc(C4OCCCO4)cc3F)sc2c1. As a reaction SMILES: [C:1](=[O:2])([O-:3])[O-:4].[CH3:42][OH:43].[K+:5].[K+:6].[O:18]1[CH:19]([c:24]2[cH:25][c:26]([F:40])[c:27](-[c:30]3[s:31][c:32]4[c:33]([n:34]3)[cH:35][cH:36][c:37]([Br:39])[cH:38]4)[cH:28][cH:29]2)[O:20][CH2:21][CH2:22][CH2:23]1.[OH2:41].[c:7]1([C:13](=[CH2:14])[B:15]([OH:16])[OH:17])[cH:8][cH:9][cH:10][cH:11][cH:12]1>>[c:7]1([C:13](=[CH2:14])[c:37]2[cH:36][cH:35][c:33]3[c:32]([s:31][c:30](-[c:27]4[c:26]([F:40])[cH:25][c:24]([CH:19]5[O:18][CH2:23][CH2:22][CH2:21][O:20]5)[cH:29][cH:28]4)[n:34]3)[cH:38]2)[cH:8][cH:9][cH:10][cH:11][cH:12]1. The reactants are CCOC(=O)C1=C(O)CCCC1, COc1ccccc1B(O)O, CCOC(C)=O, CO, [Na+], [Na+], O=C([O-])[O-], CC(=O)[O-], CC(=O)[O-], CN(C)C=O, O, [Pd+2], c1ccc(P(CCCCP(c2ccccc2)c2ccccc2)c2ccccc2)cc1. Product: CCOC(=O)C1=C(c2ccccc2OC)CCCC1. As a reaction SMILES: [CH2:1]([CH3:2])[O:3][C:4](=[O:5])[C:6]1=[C:7]([OH:12])[CH2:8][CH2:9][CH2:10][CH2:11]1.[CH3:13][O:14][c:15]1[c:16]([B:21]([OH:22])[OH:23])[cH:17][cH:18][cH:19][cH:20]1.[CH3:70][CH2:71][O:72][C:73](=[O:74])[CH3:75].[CH3:76][OH:77].[Na+:24].[Na+:25].[O-:26][C:27](=[O:28])[O-:29].[O-:62][C:63]([CH3:64])=[O:65].[O-:66][C:67]([CH3:68])=[O:69].[O:78]=[CH:79][N:80]([CH3:81])[CH3:82].[OH2:60].[Pd+2:61].[c:30]1([P:31]([c:32]2[cH:33][cH:34][cH:35][cH:36][cH:37]2)[CH2:38][CH2:39][CH2:40][CH2:41][P:42]([c:43]2[cH:44][cH:45][cH:46][cH:47][cH:48]2)[c:49]2[cH:50][cH:51][cH:52][cH:53][cH:54]2)[cH:55][cH:56][cH:57][cH:58][cH:59]1>>[CH2:1]([CH3:2])[O:3][C:4](=[O:5])[C:6]1=[C:7]([c:16]2[c:15]([O:14][CH3:13])[cH:20][cH:19][cH:18][cH:17]2)[CH2:8][CH2:9][CH2:10][CH2:11]1. Reactants: C(C)(C)C1=NC(=C(C(=C1CO)C1=CC=C(C=C1)F)C(CCCC)O)C(C)C ((±)-2,6-Diisopropyl-3-hydroxymethyl-4-(4-fluorophenyl)-5-(1-hydroxy-pentyl)pyridine), C(C)(=O)OCC.CCCCCC (ethyl acetate hexane). The product is C(C)(C)C1=NC(=C(C(=C1CO)C1=CC=C(C=C1)F)C(CCCC)OC)C(C)C ((±)-2,6-Diisopropyl-3-hydroxymethyl-4-(4-fluorophenyl)-5-(1-methoxy-pentyl)pyridine). As a reaction SMILES: [CH:1]([C:4]1[C:9]([CH2:10][OH:11])=[C:8]([C:12]2[CH:17]=[CH:16][C:15]([F:18])=[CH:14][CH:13]=2)[C:7]([CH:19]([OH:24])[CH2:20][CH2:21][CH2:22][CH3:23])=[C:6]([CH:25]([CH3:27])[CH3:26])[N:5]=1)([CH3:3])[CH3:2].[C:28](OCC)(=O)C.CCCCCC>>[CH:1]([C:4]1[C:9]([CH2:10][OH:11])=[C:8]([C:12]2[CH:17]=[CH:16][C:15]([F:18])=[CH:14][CH:13]=2)[C:7]([CH:19]([O:24][CH3:28])[CH2:20][CH2:21][CH2:22][CH3:23])=[C:6]([CH:25]([CH3:26])[CH3:27])[N:5]=1)([CH3:3])[CH3:2] |f:1.2|. Procedure details: The title compound was prepared from (±)-2,6-diisopropyl-3-hydroxymethyl-4-(4-fluorophenyl)-5-(1-hydroxypentyl)pyridine (Example 95) according to the procedures described in Example 98. 1H NMR (300 MHz, CDCl3): δ 7.10 (m, 4 H), 4.32 (m, 2 H), 3.92 (m, 1 H), 3.76 (septet, J=7.0 Hz, 1 H), 3.42 (septet, J=6.6 Hz, 1 H), 3.12 (s, 3 H), 1.87 (m, 1 H), 1.52 (m, 2 H), 1.19 (m, 16 H), 0.821 (t, J=7.4 Hz, 3 H). FAB-MS: calcd for (C24H34NFO2) 387, found 388 (M+H). Anal. Calcd for C24H34NO2F: C, 74.38; H, 8...